This data is from the Open Reaction Database (ORD), a public repository of structured organic reaction records. The task is: describe an organic reaction: reactants, conditions, products, and yield Starting materials: C[SiH](C)OC(c1cc(N)ccc1OC(F)(F)F)C(C)(C)C, Cc1ccccc1, CCN(C(C)C)C(C)C, O=C(Nc1nn[nH]n1)c1ccc(CNc2ccc(C3CCCCC3)cc2)cc1, O=C(OC(Cl)(Cl)Cl)OC(Cl)(Cl)Cl, ClCCl, CN(C)C=O. The product is C[SiH](C)OC(c1cc(NC(=O)N(Cc2ccc(C(=O)Nc3nn[nH]n3)cc2)c2ccc(C3CCCCC3)cc2)ccc1OC(F)(F)F)C(C)(C)C. As a reaction SMILES: [C:13]([CH3:14])([CH3:15])([CH3:16])[CH:17]([c:18]1[cH:19][c:20]([NH2:29])[cH:21][cH:22][c:23]1[O:24][C:25]([F:26])([F:27])[F:28])[O:30][SiH:31]([CH3:32])[CH3:33].[CH3:79][c:80]1[cH:81][cH:82][cH:83][cH:84][cH:85]1.[CH:34]([N:35]([CH:36]([CH3:37])[CH3:38])[CH2:39][CH3:40])([CH3:41])[CH3:42].[CH:43]1([c:49]2[cH:50][cH:51][c:52]([NH:55][CH2:56][c:57]3[cH:58][cH:59][c:60]([C:61](=[O:62])[NH:63][c:64]4[n:65][n:66][nH:67][n:68]4)[cH:69][cH:70]3)[cH:53][cH:54]2)[CH2:44][CH2:45][CH2:46][CH2:47][CH2:48]1.[Cl:1][C:2]([Cl:3])([O:4][C:5]([O:6][C:7]([Cl:8])([Cl:9])[Cl:10])=[O:11])[Cl:12].[Cl:71][CH2:72][Cl:73].[O:74]=[CH:75][N:76]([CH3:77])[CH3:78]>>[C:5](=[O:11])([NH:29][c:20]1[cH:19][c:18]([CH:17]([C:13]([CH3:14])([CH3:15])[CH3:16])[O:30][SiH:31]([CH3:32])[CH3:33])[c:23]([O:24][C:25]([F:26])([F:27])[F:28])[cH:22][cH:21]1)[N:55]([c:52]1[cH:51][cH:50][c:49]([CH:43]2[CH2:44][CH2:45][CH2:46][CH2:47][CH2:48]2)[cH:54][cH:53]1)[CH2:56][c:57]1[cH:58][cH:59][c:60]([C:61](=[O:62])[NH:63][c:64]2[n:65][n:66][nH:67][n:68]2)[cH:69][cH:70]1.